From a dataset of the Open Reaction Database (ORD), a public repository of structured organic reaction records. describe an organic reaction: reactants, conditions, products, and yield Starting materials: C[Si](CCOCN1C(=CC=2C1=NC=CC2)[Sn](CCCC)(CCCC)CCCC)(C)C (N-(2-trimethylsilyl-1-ethoxymethyl)-2-(tributylstannyl)-1H-pyrrolo[2,3-b]pyridine), C1(CCC1)C1=NC(=C2N1C=CN=C2N)I (3-cyclobutyl-1-iodoimidazo[1,5-a]pyrazin-8-amine). Reagents/catalysts: Cl[Pd]([P](C1=CC=CC=C1)(C2=CC=CC=C2)C3=CC=CC=C3)([P](C4=CC=CC=C4)(C5=CC=CC=C5)C6=CC=CC=C6)Cl (bis(triphenylphosphine)palladium(II) chloride). Solvent: C(C)O (ethanol). The product is C1(CCC1)C1=NC(=C2N1C=CN=C2N)C2=CC=1C(=NC=CC1)N2COCC[Si](C)(C)C (3-Cyclobutyl-1-[1-(2-trimethylsilylethoxymethyl)-1H-pyrrolo[2,3-b]pyridin-2-yl]imidazo[1,5-a]pyrazin-8-amine). Yield: 24.9%. RXN SMILES: [CH3:1][Si:2]([CH3:30])([CH3:29])[CH2:3][CH2:4][O:5][CH2:6][N:7]1[C:11]2=[N:12][CH:13]=[CH:14][CH:15]=[C:10]2[CH:9]=[C:8]1[Sn](CCCC)(CCCC)CCCC.[CH:31]1([C:35]2[N:39]3[CH:40]=[CH:41][N:42]=[C:43]([NH2:44])[C:38]3=[C:37](I)[N:36]=2)[CH2:34][CH2:33][CH2:32]1>C(O)C.Cl[Pd](Cl)([P](C1C=CC=CC=1)(C1C=CC=CC=1)C1C=CC=CC=1)[P](C1C=CC=CC=1)(C1C=CC=CC=1)C1C=CC=CC=1>[CH:31]1([C:35]2[N:39]3[CH:40]=[CH:41][N:42]=[C:43]([NH2:44])[C:38]3=[C:37]([C:8]3[N:7]([CH2:6][O:5][CH2:4][CH2:3][Si:2]([CH3:1])([CH3:29])[CH3:30])[C:11]4=[N:12][CH:13]=[CH:14][CH:15]=[C:10]4[CH:9]=3)[N:36]=2)[CH2:32][CH2:33][CH2:34]1 |^1:51,70|. Procedure: A mixture of N-(2-trimethylsilyl-1-ethoxymethyl)-2-(tributylstannyl)-1H-pyrrolo[2,3-b]pyridine (110 mg, 0.20 mmol), 3-cyclobutyl-1-iodoimidazo[1,5-a]pyrazin-8-amine (50 mg, 0.1592 mmol) and bis(triphenylphosphine)palladium(II) chloride (10 mg, 0.02 mmol) in ethanol (2 mL) was heated at reflux for 48 h. The mixture was then cooled to rt, filtered through a pad of Celite and concentrated in vacuo. The residue thus obtained was chromatographed over silica gel eluting with hex :EtOAc to afford 17.2 ... Reaction conditions: time 48 hour. Reported procedure: To neat (2R)-N-(4-chlorophenyl)-4-methylthio-2-[(phenylmethoxy)carbonylamino]butanamide (2.0 g, 5.09 mmol) was added methyl iodide (10 ml, 161 mmol). The solution was allowed to stir for 48 hours. Methyl iodide was then removed under vacuum to yield (2R)-N-(4-chlorophenyl)-5-methyl-2-[(phenylmethoxy)carbonylamino]-5-thiahexanamide, iodide. Reactants: ClC1=CC=C(C=C1)NC([C@@H](CCSC)NC(=O)OCC1=CC=CC=C1)=O ((2R)-N-(4-chlorophenyl)-4-methylthio-2-[(phenylmethoxy)carbonylamino]butanamide), CI (methyl iodide). The product is ClC1=CC=C(C=C1)NC([C@@H](CCS(C)C)NC(=O)OCC1=CC=CC=C1)=O ((2R)-N-(4-chlorophenyl)-5-methyl-2-[(phenylmethoxy)carbonylamino]-5-thiahexanamide), [I-] (iodide). RXN SMILES: [Cl:1][C:2]1[CH:7]=[CH:6][C:5]([NH:8][C:9](=[O:26])[C@H:10]([NH:15][C:16]([O:18][CH2:19][C:20]2[CH:25]=[CH:24][CH:23]=[CH:22][CH:21]=2)=[O:17])[CH2:11][CH2:12][S:13][CH3:14])=[CH:4][CH:3]=1.[CH3:27][I:28]>>[Cl:1][C:2]1[CH:3]=[CH:4][C:5]([NH:8][C:9](=[O:26])[C@H:10]([NH:15][C:16]([O:18][CH2:19][C:20]2[CH:21]=[CH:22][CH:23]=[CH:24][CH:25]=2)=[O:17])[CH2:11][CH2:12][SH:13]([CH3:27])[CH3:14])=[CH:6][CH:7]=1.[I-:28]. The reactants are CC=1C=CC2=C(C=3C(NC(=NC3C=C2)NC(C(C)(C)C)=O)=O)C1 (N-(1,2-dihydro-9-methyl-1-oxobenzo[f]quinazolin-3-yl)pivalamide), BrN1C(CCC1=O)=O (N-bromosuccinimide), N(=NC(C#N)(C)C)C(C#N)(C)C (2,2'-azobisisobutyronitrile). Run in C1=CC=CC=C1 (benzene). Product: BrCC=1C=CC2=C(C=3C(NC(=NC3C=C2)NC(C(C)(C)C)=O)=O)C1 (N-(9-bromomethyl-1,2-dihydro-1-oxobenzo[f]quinazolin-3-yl)pivalamide). As a reaction SMILES: [CH3:1][C:2]1[CH:3]=[CH:4][C:5]2[CH:14]=[CH:13][C:12]3[N:11]=[C:10]([NH:15][C:16](=[O:21])[C:17]([CH3:20])([CH3:19])[CH3:18])[NH:9][C:8](=[O:22])[C:7]=3[C:6]=2[CH:23]=1.[Br:24]N1C(=O)CCC1=O.N(C(C)(C)C#N)=NC(C)(C)C#N>C1C=CC=CC=1>[Br:24][CH2:1][C:2]1[CH:3]=[CH:4][C:5]2[CH:14]=[CH:13][C:12]3[N:11]=[C:10]([NH:15][C:16](=[O:21])[C:17]([CH3:20])([CH3:18])[CH3:19])[NH:9][C:8](=[O:22])[C:7]=3[C:6]=2[CH:23]=1. Procedure: To a hot solution of N-(1,2-dihydro-9-methyl-1-oxobenzo[f]quinazolin-3-yl)pivalamide (0.94 g, 3.0 mmol) in benzene (250 ml) under nitrogen were added N-bromosuccinimide (0.57 g, 3.2 mmol) (Kodak) and 2,2'-azobisisobutyronitrile (AIBN) (35 mg, 0.21 mmol) (Kodak). The solution was stirred at reflux for 1.5 hours and then concentrated in vacuo to give crude N-(9-bromomethyl-1,2-dihydro-1-oxobenzo[f]quinazolin-3-yl)pivalamide. The pivalamide and N-(4-aminobenzoyl)-L-glutamic acid diethyl ester (2.5 ... Starting materials: O=C(/C=C/C1=CN(C2=CC(=CC=C12)\C=C\C(=O)N1CCCC1)CC1=C(C=C(C(=O)O)C=C1)OC)N1CCCC1 (E,E-4-[3,6-Di(3-oxo-3-pyrrolidino-1-propenyl)indol-1-ylmethyl]-3-methoxybenzoic acid), Cl.CN(CCCN=C=NCC)C (1-(3-dimethylaminopropyl)-3-ethylcarbodiimide hydrochloride), CC1=C(C=CC=C1)S(=O)(=O)N (2-methylbenzenesulfonamide). Reagents/catalysts: CN(C1=CC=NC=C1)C (4-dimethylaminopyridine). The solvent is CN(C=O)C (N,N-dimethylformamide), C(Cl)Cl (methylene chloride), CO (methanol). The product is O=C(/C=C/C1=CN(C2=CC(=CC=C12)\C=C\C(=O)N1CCCC1)CC1=C(C=C(C(=O)NS(=O)(=O)C2=C(C=CC=C2)C)C=C1)OC)N1CCCC1 (E,E-4-[3,6-Di(3-oxo-3-pyrrolidino-1-propenyl)indol-1-ylmethyl]-3-methoxy-N-(2-methylphenylsulfonyl)-benzamide). Yield: 84.4%. RXN SMILES: [O:1]=[C:2]([N:35]1[CH2:39][CH2:38][CH2:37][CH2:36]1)/[CH:3]=[CH:4]/[C:5]1[C:13]2[C:8](=[CH:9][C:10](/[CH:14]=[CH:15]/[C:16]([N:18]3[CH2:22][CH2:21][CH2:20][CH2:19]3)=[O:17])=[CH:11][CH:12]=2)[N:7]([CH2:23][C:24]2[CH:32]=[CH:31][C:27]([C:28]([OH:30])=O)=[CH:26][C:25]=2[O:33][CH3:34])[CH:6]=1.Cl.CN(C)CCCN=C=NCC.[CH3:52][C:53]1[CH:58]=[CH:57][CH:56]=[CH:55][C:54]=1[S:59]([NH2:62])(=[O:61])=[O:60]>CN(C)C1C=CN=CC=1.CN(C)C=O.C(Cl)Cl.CO>[O:1]=[C:2]([N:35]1[CH2:39][CH2:38][CH2:37][CH2:36]1)/[CH:3]=[CH:4]/[C:5]1[C:13]2[C:8](=[CH:9][C:10](/[CH:14]=[CH:15]/[C:16]([N:18]3[CH2:22][CH2:21][CH2:20][CH2:19]3)=[O:17])=[CH:11][CH:12]=2)[N:7]([CH2:23][C:24]2[CH:32]=[CH:31][C:27]([C:28]([NH:62][S:59]([C:54]3[CH:55]=[CH:56][CH:57]=[CH:58][C:53]=3[CH3:52])(=[O:60])=[O:61])=[O:30])=[CH:26][C:25]=2[O:33][CH3:34])[CH:6]=1 |f:1.2|. Procedure: A mixture of E,E-4-[3,6-Di(3-oxo-3-pyrrolidino-1-propenyl)indol-1-ylmethyl]-3-methoxybenzoic acid (0.45 g), 4-dimethylaminopyridine (0.13 g), 1-(3-dimethylaminopropyl)-3-ethylcarbodiimide hydrochloride (0.21 g) and 2-methylbenzenesulfonamide (0.19 g), in N,N-dimethylformamide (10 ml) and methylene chloride (25 ml), was stirred for 48 hr. The methylene chloride was evaporated and the remaining solution added slowly to rapidly-stirred 2M hydrochloric acid (100 ml), the precipitate isolated by filt... Reactants: C(C)(C)(C)N1C2=C(C3=CC=CC=C13)C(=NC(=N2)N2CCCC2)N2CCCC2 (9-t-Butyl-2,4-di-1-pyrrolidinyl-9H-pyrimido[4,5-b]indole). Solvent: FC(C(=O)O)(F)F (trifluoroacetic acid). Yields the product N1(CCCC1)C=1N=C(C2=C(NC3=CC=CC=C23)N1)N1CCCC1 (2,4-Di-1-pyrrolidinyl-9H-pyrimido[4,5-b]indole). Reaction SMILES: C([N:5]1[C:13]2[C:8](=[CH:9][CH:10]=[CH:11][CH:12]=2)[C:7]2[C:14]([N:23]3[CH2:27][CH2:26][CH2:25][CH2:24]3)=[N:15][C:16]([N:18]3[CH2:22][CH2:21][CH2:20][CH2:19]3)=[N:17][C:6]1=2)(C)(C)C>FC(F)(F)C(O)=O>[N:18]1([C:16]2[N:15]=[C:14]([N:23]3[CH2:24][CH2:25][CH2:26][CH2:27]3)[C:7]3[C:8]4[C:13](=[CH:12][CH:11]=[CH:10][CH:9]=4)[NH:5][C:6]=3[N:17]=2)[CH2:22][CH2:21][CH2:20][CH2:19]1. Procedure details: A mixture of 9-t-butyl-2,4-di-1-pyrrolidinyl-9H-pyrimido[4,5-b]indole (XII, EXAMPLE 25, 4.0 g) and 100 mL of trifluoroacetic acid is heated at reflux for 2 hr. Approximately one-half of the trifluoroacetic acid is removed by distillation. The reaction mixture is then cooled to 0°, made basic with 25% aqueous sodium hydroxide and extracted with methylene chloride. The combined organic phases are washed with saline, dried over anhydrous sodium sulfate and concentrated. Chromatography (silica gel, ... Starting materials: [Al+3], CCC(=O)Cl, Cc1c[nH]c(=O)[nH]1, [Cl-], [Cl-], [Cl-], Cl. The product is CCC(=O)c1[nH]c(=O)[nH]c1C. RXN SMILES: [Al+3:2].[C:12]([CH2:13][CH3:14])(=[O:15])[Cl:16].[CH3:5][c:6]1[nH:7][c:8](=[O:11])[nH:9][cH:10]1.[Cl-:1].[Cl-:3].[Cl-:4].[ClH:17]>>[CH3:5][c:6]1[nH:7][c:8](=[O:11])[nH:9][c:10]1[C:12]([CH2:13][CH3:14])=[O:15]. Reactants: [N+](=[N-])=C(C(=O)OCC1=CC=C(C=C1)[N+](=O)[O-])C(C[C@H]1NC([C@H]1C(C)(OC(=O)OCC1=CC=C(C=C1)[N+](=O)[O-])C)=O)=O (4-nitrobenzyl 2-diazo-4-[(2R,3R)-3-{1-methyl-1-(4-nitrobenzyloxycarbonyloxy)ethyl}-4-oxoazetidin-2-yl]-3-oxobutanoate). The reagents and catalysts are C(C)(=O)[O-].[Rh+2].C(C)(=O)[O-] (rhodium (II) acetate). Run in C1=CC=CC=C1 (benzene). The product is O=C1[C@@H](N2C([C@H]([C@H]2C1)C(C)(OC(=O)OCC1=CC=C(C=C1)[N+](=O)[O-])C)=O)C(=O)OCC1=CC=C(C=C1)[N+](=O)[O-] (4-nitrobenzyl (2R, 5R, 6R)-3,7-dioxo-6-[1-methyl-1-(4-nitrobenzyloxycarbonyloxy)ethyl]-1-azabicyclo[3.2.0]heptane-2-carboxylate). Yield: 98.9%. As a reaction SMILES: [N+](=[C:3]([C:17](=[O:41])[CH2:18][C@@H:19]1[C@H:22]([C:23]([CH3:39])([O:25][C:26]([O:28][CH2:29][C:30]2[CH:35]=[CH:34][C:33]([N+:36]([O-:38])=[O:37])=[CH:32][CH:31]=2)=[O:27])[CH3:24])[C:21](=[O:40])[NH:20]1)[C:4]([O:6][CH2:7][C:8]1[CH:13]=[CH:12][C:11]([N+:14]([O-:16])=[O:15])=[CH:10][CH:9]=1)=[O:5])=[N-]>C1C=CC=CC=1.C([O-])(=O)C.[Rh+2].C([O-])(=O)C>[O:41]=[C:17]1[CH2:18][C@H:19]2[N:20]([C:21](=[O:40])[C@H:22]2[C:23]([CH3:39])([O:25][C:26]([O:28][CH2:29][C:30]2[CH:31]=[CH:32][C:33]([N+:36]([O-:38])=[O:37])=[CH:34][CH:35]=2)=[O:27])[CH3:24])[C@H:3]1[C:4]([O:6][CH2:7][C:8]1[CH:9]=[CH:10][C:11]([N+:14]([O-:16])=[O:15])=[CH:12][CH:13]=1)=[O:5] |f:2.3.4|. Procedure: A mixture of 4-nitrobenzyl 2-diazo-4-[(2R,3R)-3-{1-methyl-1-(4-nitrobenzyloxycarbonyloxy)ethyl}-4-oxoazetidin-2-yl]-3-oxobutanoate (1.00 g) and rhodium (II) acetate (5 mg) in benzene (50 ml) was refluxed for 25 minutes. After cooling to ambient temperature, the mixture was filtered through cellulose powder. The filtrate was evaporated to give 4-nitrobenzyl (2R, 5R, 6R)-3,7-dioxo-6-[1-methyl-1-(4-nitrobenzyloxycarbonyloxy)ethyl]-1-azabicyclo[3.2.0]heptane-2-carboxylate (0.94 g) as an amorphous so... The reactants are COCCN (2-methoxyethylamine), C=O (formaldehyde), amines, CN (methylamine), S (H2S). Solvent: O (water). The product is COCCN.CN.C=O (2-Methoxyethylamine Methylamine CH2O). As a reaction SMILES: [CH3:1][O:2][CH2:3][CH2:4][NH2:5].[CH3:6][NH2:7].[CH2:8]=[O:9].S>O>[CH3:1][O:2][CH2:3][CH2:4][NH2:5].[CH3:6][NH2:7].[CH2:8]=[O:9] |f:5.6.7|. Procedure: In a 250 ml round bottom flask were placed 47.68 grams of 2-methoxyethylamine and 49.26 grams of a 40% by weight solution of aqueous methylamine. The stirred solution was cooled in a water bath and 103.06 grams of a 37% by weight solution of formaldehyde in water was added dropwise at such a rate as to keep the temperature below about 65° C. to give a clear, colorless solution. The resulting mixture of amines was shown to reduce H2S levels. Run in C(C)(=O)O (acetic acid), O (water). The reactants are ClC1=C(C=CC=C1)CNC=1C=C(C(=O)O)C=CC1NC(CCCC)=O (3-[(2-chlorophenyl)methyl]amino-4-(valeryl)aminobenzoic acid). The yield is 86.9%. Procedure details: A solution of 3-[(2-chlorophenyl)methyl]amino-4-(valeryl)aminobenzoic acid (1.5 g, 4.16 mmol) in glacial acetic acid (10 mL) was refluxed for 5 hours, cooled, diluted with water (75 mL), and the crystals that separated were filtered, washed with water and dried to afford 1.33 g of crude product. Crystallization from methanol gave 1.24 g (87%) of 2-n-butyl-1-(2-chlorophenyl)methyl-1H-benzimidazole-6-carboxylic acid; mp 238°-241° C. Product: C(CCC)C1=NC2=C(N1CC1=C(C=CC=C1)Cl)C=C(C=C2)C(=O)O (2-n-butyl-1-(2-chlorophenyl)methyl-1H-benzimidazole-6-carboxylic acid). RXN SMILES: [Cl:1][C:2]1[CH:7]=[CH:6][CH:5]=[CH:4][C:3]=1[CH2:8][NH:9][C:10]1[CH:11]=[C:12]([CH:16]=[CH:17][C:18]=1[NH:19][C:20](=O)[CH2:21][CH2:22][CH2:23][CH3:24])[C:13]([OH:15])=[O:14]>C(O)(=O)C.O>[CH2:21]([C:20]1[N:9]([CH2:8][C:3]2[CH:4]=[CH:5][CH:6]=[CH:7][C:2]=2[Cl:1])[C:10]2[CH:11]=[C:12]([C:13]([OH:15])=[O:14])[CH:16]=[CH:17][C:18]=2[N:19]=1)[CH2:22][CH2:23][CH3:24]. Reactants: FC1=CC=C(C(=O)\N=C\2/NC3=C(N2[C@H]2CC[C@H](CC2)C(=O)Cl)C=C(C=C3)CN3CCOCC3)C=C1 (cis-4-((E)-2-(4-fluorobenzoylimino)-6-(morpholinomethyl)-2,3-dihydro-1H-benzo[d]imidazol-1-yl)cyclohexanecarbonyl chloride), CON (O-methylhydroxylamine). Yields the product FC1=CC=C(C(=O)/N=C/2\NC3=C(N2[C@@H]2CC[C@@H](CC2)C(NOC)=O)C=C(C=C3)CN3CCOCC3)C=C1 ((E)-4-Fluoro-N-(1-(cis-4-(methoxycarbamoyl)cyclohexyl)-6-(morpholinomethyl)-1H-benzo[d]imidazol-2(3H)-ylidene)benzamide), FC1=CC=C(C(=O)/N=C/2\NC3=C(N2[C@@H]2CC[C@@H](CC2)C(NC(CO)(C)C)=O)C=C(C=C3)CN3CCOCC3)C=C1 ((E)-4-fluoro-N-(1-(cis-4-(1-hydroxy-2-methylpropan-2-ylcarbamoyl)cyclohexyl)-6-(morpholinomethyl)-1H-benzo[d]imidazol-2(3H)-ylidene)benzamide). The yield is 54.0%. RXN SMILES: [F:1][C:2]1[CH:35]=[CH:34][C:5]([C:6](/[N:8]=[C:9]2\[NH:10][C:11]3[CH:26]=[CH:25][C:24]([CH2:27][N:28]4[CH2:33][CH2:32][O:31][CH2:30][CH2:29]4)=[CH:23][C:12]=3[N:13]\2[C@@H:14]2[CH2:19][CH2:18][C@H:17]([C:20](Cl)=[O:21])[CH2:16][CH2:15]2)=[O:7])=[CH:4][CH:3]=1.[CH3:36][O:37][NH2:38]>>[F:1][C:2]1[CH:35]=[CH:34][C:5]([C:6](/[N:8]=[C:9]2\[NH:10][C:11]3[CH:26]=[CH:25][C:24]([CH2:27][N:28]4[CH2:33][CH2:32][O:31][CH2:30][CH2:29]4)=[CH:23][C:12]=3[N:13]\2[C@H:14]2[CH2:19][CH2:18][C@@H:17]([C:20](=[O:21])[NH:38][O:37][CH3:36])[CH2:16][CH2:15]2)=[O:7])=[CH:4][CH:3]=1.[F:1][C:2]1[CH:35]=[CH:34][C:5]([C:6](/[N:8]=[C:9]2\[NH:10][C:11]3[CH:26]=[CH:25][C:24]([CH2:27][N:28]4[CH2:33][CH2:32][O:31][CH2:30][CH2:29]4)=[CH:23][C:12]=3[N:13]\2[C@H:14]2[CH2:19][CH2:18][C@@H:17]([C:20](=[O:21])[NH:10][C:11]([CH3:26])([CH3:12])[CH2:36][OH:37])[CH2:16][CH2:15]2)=[O:7])=[CH:4][CH:3]=1. Procedure: The title compound was prepared from cis-4-((E)-2-(4-fluorobenzoylimino)-6-(morpholinomethyl)-2,3-dihydro-1H-benzo[d]imidazol-1-yl)cyclohexanecarbonyl chloride and O-methylhydroxylamine using a method analogous to that used in the preparation of (E)-4-fluoro-N-(1-(cis-4-(1-hydroxy-2-methylpropan-2-ylcarbamoyl)cyclohexyl)-6-(morpholinomethyl)-1H-benzo[d]imidazol-2(3H)-ylidene)benzamide (27.4 mg, 54% yield). MS, m/z (C27H32FN5O4): calcd, 509.2. found, 510.2 [M+H].